This data is from the Open Reaction Database (ORD), a public repository of structured organic reaction records. The task is: describe an organic reaction: reactants, conditions, products, and yield The reactants are ClC=1C(=C(C=C2C(=C(C(=NC12)SCOC)C(=O)OCC)O)F)F (ethyl 8-chloro-6,7-difluoro-4-hydroxy-2-(methoxymethylthio)quinoline-3-carboxylate), O (water). RXN SMILES: [Cl:1][C:2]1[C:3]([F:23])=[C:4]([F:22])[CH:5]=[C:6]2[C:11]=1[N:10]=[C:9]([S:12]COC)[C:8]([C:16]([O:18][CH2:19][CH3:20])=[O:17])=[C:7]2[OH:21].O>O1CCOCC1.Cl>[Cl:1][C:2]1[C:3]([F:23])=[C:4]([F:22])[CH:5]=[C:6]2[C:11]=1[N:10]=[C:9]([SH:12])[C:8]([C:16]([O:18][CH2:19][CH3:20])=[O:17])=[C:7]2[OH:21]. Procedure details: To a solution of 15.7 g of ethyl 8-chloro-6,7-difluoro-4-hydroxy-2-(methoxymethylthio)quinoline-3-carboxylate in 125 ml of 1,4-dioxane, 95 ml of 35% hydrochloric acid was added dropwise at 40° C. with stirring. The mixture was stirred at the same temperature for 1 hour. The reaction mixture was poured into 500 ml of water. The precipitate was collected by filtration and recrystallized from acetonitrile to give 11.2 g of the desired compound as pale yellow needles, m.p. 125°-130° C. (decomp.). Yield: 81.2%. The solvent is O1CCOCC1 (1,4-dioxane), Cl (hydrochloric acid). Yields the product ClC=1C(=C(C=C2C(=C(C(=NC12)S)C(=O)OCC)O)F)F (Ethyl 8-chloro-6,7-difluoro-4-hydroxy-2-mercaptoquinoline-3-carboxylate). Reactants: O1CCN(CC1)S(=O)(=O)C1=C(C=CC=C1)B(O)O (2-(morpholinosulfonyl)phenylboronic acid), BrC=1C=C(N)C=CC1 (3-bromoaniline), C(=O)([O-])[O-].[Na+].[Na+] (Na2CO3). The reagents and catalysts are C=1C=CC(=CC1)[P](C=2C=CC=CC2)(C=3C=CC=CC3)[Pd]([P](C=4C=CC=CC4)(C=5C=CC=CC5)C=6C=CC=CC6)([P](C=7C=CC=CC7)(C=8C=CC=CC8)C=9C=CC=CC9)[P](C=1C=CC=CC1)(C=1C=CC=CC1)C=1C=CC=CC1 (Pd(PPh3)4). Run in COCCOC (DME). The product is N1(CCOCC1)S(=O)(=O)C1=C(C=CC=C1)C1=CC(=CC=C1)N (2′-(Morpholine-4-sulfonyl)-biphenyl-3-ylamine). Yield: 77.0%. RXN SMILES: [O:1]1[CH2:6][CH2:5][N:4]([S:7]([C:10]2[CH:15]=[CH:14][CH:13]=[CH:12][C:11]=2B(O)O)(=[O:9])=[O:8])[CH2:3][CH2:2]1.Br[C:20]1[CH:21]=[C:22]([CH:24]=[CH:25][CH:26]=1)[NH2:23].C([O-])([O-])=O.[Na+].[Na+]>COCCOC.C1C=CC([P]([Pd]([P](C2C=CC=CC=2)(C2C=CC=CC=2)C2C=CC=CC=2)([P](C2C=CC=CC=2)(C2C=CC=CC=2)C2C=CC=CC=2)[P](C2C=CC=CC=2)(C2C=CC=CC=2)C2C=CC=CC=2)(C2C=CC=CC=2)C2C=CC=CC=2)=CC=1>[N:4]1([S:7]([C:10]2[CH:15]=[CH:14][CH:13]=[CH:12][C:11]=2[C:20]2[CH:26]=[CH:25][CH:24]=[C:22]([NH2:23])[CH:21]=2)(=[O:9])=[O:8])[CH2:5][CH2:6][O:1][CH2:2][CH2:3]1 |f:2.3.4,^1:42,44,63,82|. Procedure: 2-(morpholinosulfonyl)phenylboronic acid (0.188 g, 0.693 mmol) and 3-bromoaniline (0.05 mL, 0.462 mmol) were combined in DME (2 mL) in a flame-dried, round-bottom flask. Na2CO3 (2M, 0.485 mL, 0.970 mmol) and Pd(PPh3)4 (0.017 g, 0.014 mmol) were added to the stirred solution. The reaction was refluxed overnight under argon flow, and subsequently cooled to room temperature. The solvent was removed under vacuum and the resulting residue resuspended in H20 and extracted with CH2Cl2. The organic phas... Reactants: BrCc1ccc(Br)cc1, CCOP(OCC)OCC, CCOC(C)=O, CCCCCC. Yields the product CCOP(=O)(Cc1ccc(Br)cc1)OCC. RXN SMILES: [Br:1][c:2]1[cH:3][cH:4][c:5]([CH2:6][Br:7])[cH:8][cH:9]1.[CH2:10]([CH3:11])[O:12][P:13]([O:14][CH2:15][CH3:16])[O:17][CH2:18][CH3:19].[CH2:20]([O:21][C:22](=[O:23])[CH3:24])[CH3:25].[CH3:26][CH2:27][CH2:28][CH2:29][CH2:30][CH3:31]>>[Br:1][c:2]1[cH:3][cH:4][c:5]([CH2:6][P:13]([O:12][CH2:10][CH3:11])([O:14][CH2:15][CH3:16])=[O:17])[cH:8][cH:9]1. Starting materials: COc1cc(F)c2ncc(N(C(=O)[O-])C(C)(C)C)c(Br)c2c1, ClCCl, O=C(O)C(F)(F)F. Yields the product COc1cc(F)c2ncc(N)c(Br)c2c1. As a reaction SMILES: [CH3:1][C:2]([N:5]([C:3](=[O:4])[O-:6])[c:9]1[cH:10][n:11][c:12]2[c:13]([F:22])[cH:14][c:15]([O:20][CH3:21])[cH:16][c:17]2[c:18]1[Br:19])([CH3:7])[CH3:8].[Cl:30][CH2:31][Cl:32].[OH:23][C:24]([C:25]([F:26])([F:27])[F:28])=[O:29]>>[NH2:5][c:9]1[cH:10][n:11][c:12]2[c:13]([F:22])[cH:14][c:15]([O:20][CH3:21])[cH:16][c:17]2[c:18]1[Br:19]. Starting materials: ClCc1ccccc1, Cc1ccc2[nH]c(-c3ccccc3F)cc(=O)c2c1, [H-], [Na+], CN(C)C=O. The product is Cc1ccc2nc(-c3ccccc3F)cc(OCc3ccccc3)c2c1. Reaction SMILES: [Cl:22][CH2:23][c:24]1[cH:25][cH:26][cH:27][cH:28][cH:29]1.[F:1][c:2]1[c:3](-[c:8]2[nH:9][c:10]3[cH:11][cH:12][c:13]([CH3:19])[cH:14][c:15]3[c:16](=[O:18])[cH:17]2)[cH:4][cH:5][cH:6][cH:7]1.[H-:21].[Na+:20].[O:30]=[CH:31][N:32]([CH3:33])[CH3:34]>>[F:1][c:2]1[c:3](-[c:8]2[n:9][c:10]3[cH:11][cH:12][c:13]([CH3:19])[cH:14][c:15]3[c:16]([O:18][CH2:23][c:24]3[cH:25][cH:26][cH:27][cH:28][cH:29]3)[cH:17]2)[cH:4][cH:5][cH:6][cH:7]1. Yields the product CS(=O)(=O)c1ccc(Nc2c(Cl)cnc3nc(-c4ccc(OCCN5CCOCC5)cc4)[nH]c23)cc1. Reactants: CS(=O)(=O)c1ccc(N)cc1, COC(C)(C)C, Clc1cnc2[nH]c(-c3ccc(OCCN4CCOCC4)cc3)nc2c1Cl, Clc1ccccc1Cl, Cl. As a reaction SMILES: [CH3:27][S:28](=[O:29])(=[O:30])[c:31]1[cH:32][cH:33][c:34]([NH2:35])[cH:36][cH:37]1.[CH3:47][O:48][C:49]([CH3:50])([CH3:51])[CH3:52].[Cl:1][c:2]1[c:3]([Cl:26])[c:4]2[c:5]([n:6][cH:7]1)[nH:8][c:9](-[c:11]1[cH:12][cH:13][c:14]([O:17][CH2:18][CH2:19][N:20]3[CH2:21][CH2:22][O:23][CH2:24][CH2:25]3)[cH:15][cH:16]1)[n:10]2.[Cl:39][c:40]1[cH:41][cH:42][cH:43][cH:44][c:45]1[Cl:46].[ClH:38]>>[Cl:1][c:2]1[c:3]([NH:35][c:34]2[cH:33][cH:32][c:31]([S:28]([CH3:27])(=[O:29])=[O:30])[cH:37][cH:36]2)[c:4]2[c:5]([n:6][cH:7]1)[n:8][c:9](-[c:11]1[cH:12][cH:13][c:14]([O:17][CH2:18][CH2:19][N:20]3[CH2:21][CH2:22][O:23][CH2:24][CH2:25]3)[cH:15][cH:16]1)[nH:10]2. The reactants are COC(CN1CCN(CC1)C1=CC(=CC=C1)OCCCN(CC(C1=CC=CC=C1)C1=CC=CC=C1)CC1=C(C(=CC=C1)C(F)(F)F)Cl)=O ([4-(3-{3-[(2-chloro-3-trifluoromethyl-benzyl)-diphenylethyl-amino]-propoxy}-phenyl)-piperazin-1-yl]-acetic acid methyl ester), Cl (HCl), O.[OH-].[Li+] (lithium hydroxide monohydrate). Solvent: C1CCOC1 (THF), O (water). Conditions: time 18 hour. Product: Cl.ClC1=C(CN(CCCOC=2C=C(C=CC2)N2CCN(CC2)CC(=O)O)CC(C2=CC=CC=C2)C2=CC=CC=C2)C=CC=C1C(F)(F)F ([4-(3-{3-[(2-chloro-3-trifluoromethyl-benzyl)-diphenylethyl-amino]-propoxy}-phenyl)-piperazin-1-yl]-acetic acid hydrochloride salt). The yield is 169.6%. Reaction SMILES: C[O:2][C:3](=[O:48])[CH2:4][N:5]1[CH2:10][CH2:9][N:8]([C:11]2[CH:16]=[CH:15][CH:14]=[C:13]([O:17][CH2:18][CH2:19][CH2:20][N:21]([CH2:36][C:37]3[CH:42]=[CH:41][CH:40]=[C:39]([C:43]([F:46])([F:45])[F:44])[C:38]=3[Cl:47])[CH2:22][CH:23]([C:30]3[CH:35]=[CH:34][CH:33]=[CH:32][CH:31]=3)[C:24]3[CH:29]=[CH:28][CH:27]=[CH:26][CH:25]=3)[CH:12]=2)[CH2:7][CH2:6]1.O.[OH-].[Li+].Cl>C1COCC1.O>[ClH:47].[Cl:47][C:38]1[C:39]([C:43]([F:45])([F:44])[F:46])=[CH:40][CH:41]=[CH:42][C:37]=1[CH2:36][N:21]([CH2:22][CH:23]([C:24]1[CH:25]=[CH:26][CH:27]=[CH:28][CH:29]=1)[C:30]1[CH:35]=[CH:34][CH:33]=[CH:32][CH:31]=1)[CH2:20][CH2:19][CH2:18][O:17][C:13]1[CH:12]=[C:11]([N:8]2[CH2:7][CH2:6][N:5]([CH2:4][C:3]([OH:48])=[O:2])[CH2:10][CH2:9]2)[CH:16]=[CH:15][CH:14]=1 |f:1.2.3,7.8|. Procedure: To a stirring solution of [4-(3-{3-[(2-chloro-3-trifluoromethyl-benzyl)-diphenylethyl-amino]-propoxy}-phenyl)-piperazin-1-yl]-acetic acid methyl ester (99 mg, 0.146 mmol) in a mixture of THF and water (3:1; 12 ml) was added lithium hydroxide monohydrate (8 mg, 0.192 mmol). The resulting mixture was stirred at room temperature for 18 hours and then acidified with 1 M aqueous HCl (0.2 ml). The mixture was concentrated in vacuo, water (5 mL) was added, and the crude material was extracted with EtOA... The product is COCOc1cccc2c1C(=O)OC2=O. As a reaction SMILES: [CH3:22][O:23][CH2:24][Cl:25].[CH:1]([N:2]([CH2:3][CH3:4])[CH:5]([CH3:6])[CH3:7])([CH3:8])[CH3:9].[Cl:27][CH:28]([Cl:29])[CH3:30].[OH2:26].[OH:10][c:11]1[c:12]2[c:13]([cH:19][cH:20][cH:21]1)[C:14](=[O:15])[O:16][C:17]2=[O:18]>>[O:10]([c:11]1[c:12]2[c:13]([cH:19][cH:20][cH:21]1)[C:14](=[O:15])[O:16][C:17]2=[O:18])[CH2:24][O:23][CH3:22]. Starting materials: COCCl, CCN(C(C)C)C(C)C, CC(Cl)Cl, O, O=C1OC(=O)c2c(O)cccc21. The reactants are C(C1=CC=CC=C1)OC1=CC=C(C=C1)S(=O)(=O)Cl (4-Benzyloxy-benzenesulfonyl chloride), COC(C1=CC(C(=O)OC)=CC(=C1)N)=O (5-amino isophtalic acid dimethyl ester). As a reaction SMILES: [CH2:1]([O:8][C:9]1[CH:14]=[CH:13][C:12]([S:15](Cl)(=[O:17])=[O:16])=[CH:11][CH:10]=1)[C:2]1[CH:7]=[CH:6][CH:5]=[CH:4][CH:3]=1.[CH3:19][O:20][C:21](=[O:33])[C:22]1[CH:31]=[C:30]([NH2:32])[CH:29]=[C:24]([C:25]([O:27][CH3:28])=[O:26])[CH:23]=1>C(Cl)Cl.N1C=CC=CC=1>[CH3:28][O:27][C:25](=[O:26])[C:24]1[CH:29]=[C:30]([NH:32][S:15]([C:12]2[CH:13]=[CH:14][C:9]([O:8][CH2:1][C:2]3[CH:7]=[CH:6][CH:5]=[CH:4][CH:3]=3)=[CH:10][CH:11]=2)(=[O:17])=[O:16])[CH:31]=[C:22]([C:21]([O:20][CH3:19])=[O:33])[CH:23]=1. Procedure: 4-Benzyloxy-benzenesulfonyl chloride (7.35 g, 26.0 mmol) was added in small portions to a suspension of 5-amino isophtalic acid dimethyl ester (5.23 g, 25.0 mmol) in DCM (100 ml) and pyridine (10 ml). The resulting clear yellow solution was stirred for 2 hours at room temperature, the volatile solvents were removed under reduced pressure, the solid residue was suspended in MeOH (125 ml) and the mixture was heated to reflux for 10 minutes. The off white solid was filtered off, washed with water a... Conditions: time 2 hour. The solvent is C(Cl)Cl (DCM), N1=CC=CC=C1 (pyridine). Product: COC(C1=CC(C(=O)OC)=CC(=C1)NS(=O)(=O)C1=CC=C(C=C1)OCC1=CC=CC=C1)=O (5-(4-Benzyloxy-benzenesulfonylamino)-isophthalic acid dimethyl ester). Starting materials: BrB(Br)Br, CCN1C(=O)C(C)(C)C(=O)N(C)c2cc(OC)ccc21, CO, ClCCl, ClCCl, O. Yields the product CCN1C(=O)C(C)(C)C(=O)N(C)c2cc(O)ccc21. Reaction SMILES: [B:4]([Br:5])([Br:6])[Br:7].[CH2:8]([CH3:9])[N:10]1[c:11]2[c:12]([cH:22][c:23]([O:26][CH3:27])[cH:24][cH:25]2)[N:13]([CH3:21])[C:14](=[O:20])[C:15]([CH3:18])([CH3:19])[C:16]1=[O:17].[CH3:29][OH:30].[Cl:1][CH2:2][Cl:3].[Cl:31][CH2:32][Cl:33].[OH2:28]>>[CH2:8]([CH3:9])[N:10]1[c:11]2[c:12]([cH:22][c:23]([OH:26])[cH:24][cH:25]2)[N:13]([CH3:21])[C:14](=[O:20])[C:15]([CH3:18])([CH3:19])[C:16]1=[O:17].